The task is: describe an organic reaction: reactants, conditions, products, and yield. This data is from the Open Reaction Database (ORD), a public repository of structured organic reaction records. Reactants: CC(=O)OC(C)=O, O=C([O-])O, CC1(C)C(=O)N(c2ccc(C#N)c(C(F)(F)F)c2)C(=O)N1CCO, CN(C)c1ccncc1, [Na+], c1ccncc1. RXN SMILES: [C:25]([CH3:26])(=[O:27])[O:28][C:29](=[O:30])[CH3:31].[C:32](=[O:33])([OH:34])[O-:35].[CH3:1][C:2]1([CH3:24])[N:3]([CH2:21][CH2:22][OH:23])[C:4](=[O:20])[N:5]([c:8]2[cH:9][c:10]([C:16]([F:17])([F:18])[F:19])[c:11]([C:12]#[N:13])[cH:14][cH:15]2)[C:6]1=[O:7].[CH3:37][N:38]([CH3:39])[c:40]1[cH:41][cH:42][n:43][cH:44][cH:45]1.[Na+:36].[cH:46]1[cH:47][cH:48][n:49][cH:50][cH:51]1>>[CH3:1][C:2]1([CH3:24])[N:3]([CH2:21][CH2:22][O:23][C:25]([CH3:26])=[O:27])[C:4](=[O:20])[N:5]([c:8]2[cH:9][c:10]([C:16]([F:17])([F:18])[F:19])[c:11]([C:12]#[N:13])[cH:14][cH:15]2)[C:6]1=[O:7]. The product is CC(=O)OCCN1C(=O)N(c2ccc(C#N)c(C(F)(F)F)c2)C(=O)C1(C)C. Reactants: ClC1=CC=C(C=C1)C1(N=C(N(C1C1=CC=C(C=C1)Cl)C(=O)Cl)C1=C(C=C(C=C1)OC)OC(C)C)C (rac-(4S*,5R*)-4,5-bis-(4-chloro-phenyl)-2-(2-isopropoxy-4-methoxy-phenyl)-4-methyl-4,5-dihydro-imidazole-1-carbonyl chloride), N1(CCOCC1)C(CN1CCNCC1)=O (1-morpholin-4-yl-2-piperazin-1-yl-ethanone). The product is ClC1=CC=C(C=C1)[C@@]1(N=C(N([C@@H]1C1=CC=C(C=C1)Cl)C(=O)N1CCN(CC1)CC(=O)N1CCOCC1)C1=C(C=C(C=C1)OC)OC(C)C)C (rac-2-{4-[(4S*,5R*)-4,5-Bis-(4-chloro-phenyl)-2-(2-isopropoxy-4-methoxy-phenyl)-4-methyl-4,5-dihydro-imidazole-1-carbonyl]-piperazin-1-yl}-1-morpholin-4-yl-ethanone). RXN SMILES: [Cl:1][C:2]1[CH:7]=[CH:6][C:5]([C:8]2([CH3:35])[CH:12]([C:13]3[CH:18]=[CH:17][C:16]([Cl:19])=[CH:15][CH:14]=3)[N:11]([C:20](Cl)=[O:21])[C:10]([C:23]3[CH:28]=[CH:27][C:26]([O:29][CH3:30])=[CH:25][C:24]=3[O:31][CH:32]([CH3:34])[CH3:33])=[N:9]2)=[CH:4][CH:3]=1.[N:36]1([C:42](=[O:50])[CH2:43][N:44]2[CH2:49][CH2:48][NH:47][CH2:46][CH2:45]2)[CH2:41][CH2:40][O:39][CH2:38][CH2:37]1>>[Cl:1][C:2]1[CH:7]=[CH:6][C:5]([C@@:8]2([CH3:35])[C@@H:12]([C:13]3[CH:14]=[CH:15][C:16]([Cl:19])=[CH:17][CH:18]=3)[N:11]([C:20]([N:47]3[CH2:48][CH2:49][N:44]([CH2:43][C:42]([N:36]4[CH2:37][CH2:38][O:39][CH2:40][CH2:41]4)=[O:50])[CH2:45][CH2:46]3)=[O:21])[C:10]([C:23]3[CH:28]=[CH:27][C:26]([O:29][CH3:30])=[CH:25][C:24]=3[O:31][CH:32]([CH3:34])[CH3:33])=[N:9]2)=[CH:4][CH:3]=1. Procedure details: In a manner analogous to the method described in example 5, rac-(4S*,5R*)-4,5-bis-(4-chloro-phenyl)-2-(2-isopropoxy-4-methoxy-phenyl)-4-methyl-4,5-dihydro-imidazole-1-carbonyl chloride was reacted with 1-morpholin-4-yl-2-piperazin-1-yl-ethanone (Oakwood Products) to give the title compound. LC-MS: 708.3 [(M+H)+] The reactants are CCCCCC(=O)OC(NC(=O)OC(C)(C)C)C(C)C=Cc1cccs1, CCO. The product is CCCCCC(=O)OC(NC(=O)OC(C)(C)C)C(C)CCc1cccs1. As a reaction SMILES: [C:1]([CH3:2])([CH3:3])([CH3:4])[O:5][C:6](=[O:7])[NH:8][CH:9]([CH:10]([CH:11]=[CH:12][c:13]1[s:14][cH:15][cH:16][cH:17]1)[CH3:18])[O:19][C:20]([CH2:21][CH2:22][CH2:23][CH2:24][CH3:25])=[O:26].[CH3:27][CH2:28][OH:29]>>[C:1]([CH3:2])([CH3:3])([CH3:4])[O:5][C:6](=[O:7])[NH:8][CH:9]([CH:10]([CH2:11][CH2:12][c:13]1[s:14][cH:15][cH:16][cH:17]1)[CH3:18])[O:19][C:20]([CH2:21][CH2:22][CH2:23][CH2:24][CH3:25])=[O:26]. The reactants are FC(F)(F)c1nnc2ccc(Cl)nn12, CC(=O)c1ccc(N2CCNCC2)cc1. The product is CC(=O)c1ccc(N2CCN(c3ccc4nnc(C(F)(F)F)n4n3)CC2)cc1. RXN SMILES: [Cl:16][c:17]1[cH:18][cH:19][c:20]2[n:21]([n:22]1)[c:23]([C:26]([F:27])([F:28])[F:29])[n:24][n:25]2.[N:1]1([c:7]2[cH:8][cH:9][c:10]([C:13]([CH3:14])=[O:15])[cH:11][cH:12]2)[CH2:2][CH2:3][NH:4][CH2:5][CH2:6]1>>[N:1]1([c:7]2[cH:8][cH:9][c:10]([C:13]([CH3:14])=[O:15])[cH:11][cH:12]2)[CH2:2][CH2:3][N:4]([c:17]2[cH:18][cH:19][c:20]3[n:21]([n:22]2)[c:23]([C:26]([F:27])([F:28])[F:29])[n:24][n:25]3)[CH2:5][CH2:6]1. The reactants are CS(=O)(=O)CCCN1CCNCC1, CCOc1cc(OC)c(S(=O)(=O)N2CCCC2)cc1C1=NC(C)(c2ccc(Cl)cc2)C(C)(c2ccc(Cl)cc2)N1C(=O)Cl, Cl, Cl. The product is CCOc1cc(OC)c(S(=O)(=O)N2CCCC2)cc1C1=NC(C)(c2ccc(Cl)cc2)C(C)(c2ccc(Cl)cc2)N1C(=O)N1CCN(CCCS(C)(=O)=O)CC1. As a reaction SMILES: [CH3:46][S:47](=[O:48])(=[O:49])[CH2:50][CH2:51][CH2:52][N:53]1[CH2:54][CH2:55][NH:56][CH2:57][CH2:58]1.[Cl:1][c:2]1[cH:3][cH:4][c:5]([C:8]2([CH3:43])[N:9]=[C:10]([c:24]3[c:25]([O:40][CH2:41][CH3:42])[cH:26][c:27]([O:38][CH3:39])[c:28]([S:30](=[O:31])(=[O:32])[N:33]4[CH2:34][CH2:35][CH2:36][CH2:37]4)[cH:29]3)[N:11]([C:21](=[O:22])[Cl:23])[C:12]2([CH3:13])[c:14]2[cH:15][cH:16][c:17]([Cl:20])[cH:18][cH:19]2)[cH:6][cH:7]1.[ClH:44].[ClH:45]>>[Cl:1][c:2]1[cH:3][cH:4][c:5]([C:8]2([CH3:43])[N:9]=[C:10]([c:24]3[c:25]([O:40][CH2:41][CH3:42])[cH:26][c:27]([O:38][CH3:39])[c:28]([S:30](=[O:31])(=[O:32])[N:33]4[CH2:34][CH2:35][CH2:36][CH2:37]4)[cH:29]3)[N:11]([C:21](=[O:22])[N:56]3[CH2:55][CH2:54][N:53]([CH2:52][CH2:51][CH2:50][S:47]([CH3:46])(=[O:48])=[O:49])[CH2:58][CH2:57]3)[C:12]2([CH3:13])[c:14]2[cH:15][cH:16][c:17]([Cl:20])[cH:18][cH:19]2)[cH:6][cH:7]1. The reactants are [N+](=O)(O)[O-].FC(C(F)F)(OC=1C=C(C=CC1)NC(=N)N)F (3-(1,1,2,2-tetrafluoro-ethoxy)-phenyl-guanidine nitrate), CN(C=CC(=O)C1=CC(=CC=C1)OC)C (3-dimethylamino-1-(3-methoxy-phenyl)-2-propen-1-one), [OH-].[Na+] (sodium hydroxide). The solvent is CC(C)O (2-propanol). Yields the product FC(C(F)F)(OC=1C=C(C=CC1)NC1=NC=CC(=N1)C1=CC(=CC=C1)OC)F (N-[3-(1,1,2,2-tetrafluoro-ethoxy)-phenyl]-4-(3-methoxy-phenyl)-2-pyrimidineamine). RXN SMILES: [N+]([O-])(O)=O.[F:5][C:6]([F:21])([O:10][C:11]1[CH:12]=[C:13]([NH:17][C:18]([NH2:20])=[NH:19])[CH:14]=[CH:15][CH:16]=1)[CH:7]([F:9])[F:8].CN(C)[CH:24]=[CH:25][C:26]([C:28]1[CH:33]=[CH:32][CH:31]=[C:30]([O:34][CH3:35])[CH:29]=1)=O.[OH-].[Na+]>CC(O)C>[F:5][C:6]([F:21])([O:10][C:11]1[CH:12]=[C:13]([NH:17][C:18]2[N:20]=[C:26]([C:28]3[CH:33]=[CH:32][CH:31]=[C:30]([O:34][CH3:35])[CH:29]=3)[CH:25]=[CH:24][N:19]=2)[CH:14]=[CH:15][CH:16]=1)[CH:7]([F:8])[F:9] |f:0.1,3.4|. Procedure: 21.28 g (84.7 mmol) of 3-(1,1,2,2-tetrafluoro-ethoxy)-phenyl-guanidine nitrate are added to a solution of 17.4 g (84.7 mmol) of 3-dimethylamino-1-(3-methoxy-phenyl)-2-propen-1-one in 100 ml of 2-propanol. After the addition of 3.72 g (93.2 mmol) of sodium hydroxide, the reaction mixture is boiled under reflux for 21.3 h. After cooling to RT, the product is isolated by filtration and washed with 1-propanol and water. After drying at 60° under HV, N-[3-(1,1,2,2-tetrafluoro-ethoxy)-phenyl]-4-(3-met...